This data is from the Open Reaction Database (ORD), a public repository of structured organic reaction records. The task is: describe an organic reaction: reactants, conditions, products, and yield The product is [OH-].[Na+] (sodium hydroxide), C(C(=O)[O-])(=O)[O-].[Na+].[Na+] (sodium oxalate). Procedure details: Causticisation with lime slurry then converts the sodium carbonate and bicarbonate to sodium hydroxide. The recovery of sodium hydroxide from the effluent results in soda savings of approximately 0.6 tonne/tonne of sodium oxalate. It is estimated that this will result in savings of over 5600 tonnes per annum at the Worsley Alumina refinery alone. Reactants: C([O-])(O)=O (bicarbonate), [OH-].[Na+] (sodium hydroxide), lime, C([O-])([O-])=O.[Na+].[Na+] (sodium carbonate). Reaction SMILES: [C:1](=[O:4])([O-:3])[O-:2].[Na+:5].[Na+].[C:7](=O)([OH:9])[O-:8].[OH-].[Na+]>>[OH-:2].[Na+:5].[C:7]([O-:9])(=[O:8])[C:1]([O-:3])=[O:4].[Na+:5].[Na+:5] |f:0.1.2,4.5,6.7,8.9.10|. The reactants are C(=O)[C@H]1CN(C[C@@H]1C1=CC=CC=C1)[C@@H](C(=O)OCC1=CC=C(C=C1)OC)C1=C(C=CC=C1)Cl (2-(R)-(3-(R)-formyl-4-(S)-phenylpyrrolidin-1-yl)-(2-chlorophenyl)acetic acid, 4-(methoxy)benzyl ester), C1(=CC=CC=C1)CCCC1CCNCC1 (4-(3-phenylpropyl)piperidine), Cl (HCl). Product: C1(=CC=CC=C1)CCCC1CCN(CC1)C[C@H]1CN(C[C@@H]1C1=CC=CC=C1)[C@@H](C(=O)OCC1=CC=C(C=C1)OC)C1=C(C=CC=C1)Cl (2-(R)-(3-(S)-((4-(3-Phenylpropyl)piperidin-1-yl)methyl)-4-(S)-phenylpyrrolidin-1-yl)-2-(2-chlorophenyl)acetic acid, 4-(methoxy)benzyl ester). Isolated yield 69.0%. Reaction SMILES: [CH:1]([C@@H:3]1[C@@H:7]([C:8]2[CH:13]=[CH:12][CH:11]=[CH:10][CH:9]=2)[CH2:6][N:5]([C@H:14]([C:27]2[CH:32]=[CH:31][CH:30]=[CH:29][C:28]=2[Cl:33])[C:15]([O:17][CH2:18][C:19]2[CH:24]=[CH:23][C:22]([O:25][CH3:26])=[CH:21][CH:20]=2)=[O:16])[CH2:4]1)=O.[C:34]1([CH2:40][CH2:41][CH2:42][CH:43]2[CH2:48][CH2:47][NH:46][CH2:45][CH2:44]2)[CH:39]=[CH:38][CH:37]=[CH:36][CH:35]=1.Cl>>[C:34]1([CH2:40][CH2:41][CH2:42][CH:43]2[CH2:44][CH2:45][N:46]([CH2:1][C@@H:3]3[C@@H:7]([C:8]4[CH:13]=[CH:12][CH:11]=[CH:10][CH:9]=4)[CH2:6][N:5]([C@H:14]([C:27]4[CH:32]=[CH:31][CH:30]=[CH:29][C:28]=4[Cl:33])[C:15]([O:17][CH2:18][C:19]4[CH:24]=[CH:23][C:22]([O:25][CH3:26])=[CH:21][CH:20]=4)=[O:16])[CH2:4]3)[CH2:47][CH2:48]2)[CH:39]=[CH:38][CH:37]=[CH:36][CH:35]=1. Procedure: The title compound was prepared from 39 mg (0.085 mmol) of 2-(R)-(3-(R)-formyl-4-(S)-phenylpyrrolidin-1-yl)-(2-chlorophenyl)acetic acid, 4-(methoxy)benzyl ester (from EXAMPLE 10, Step D) and 4-(3-phenylpropyl)piperidine.HCl using a procedure analogous to that described in EXAMPLE 1, Step J to provide 38 mg (69%) of the title compound: RF: 0.28 (4:1 v/v hexanes/EtOAc); 1H NMR (300 MHz) δ 1.05-1.23 (m, 5H), 1.47-1.75 (m, 7H), 2.30-2.97 (m, 11H), 4.76 (s, 1H), 5.06 (s, 2H), 6.78-6.83 (m, 2H), 7.13-... The reactants are CC(=O)O[BH-](OC(C)=O)OC(C)=O, Cc1ccccc1, CCO, COc1ccc(Cn2ncc3c4c(cnc32)CC(N)CC4)cc1, CCN(C(C)C)C(C)C, O=Cc1ccccc1, O=C(O)C(F)(F)F, [Na+]. Product: COc1ccc(Cn2ncc3c4c(cnc32)CC(NCc2ccccc2)CC4)cc1, O=C(O)C(F)(F)F. RXN SMILES: [C:48]([O:49][BH-:50]([O:51][C:52](=[O:53])[CH3:54])[O:55][C:56](=[O:57])[CH3:58])(=[O:59])[CH3:60].[CH3:62][c:63]1[cH:64][cH:65][cH:66][cH:67][cH:68]1.[CH3:69][CH2:70][OH:71].[CH3:8][O:9][c:10]1[cH:11][cH:12][c:13]([CH2:14][n:15]2[n:16][cH:17][c:18]3[c:19]2[n:20][cH:21][c:22]2[c:27]3[CH2:26][CH2:25][CH:24]([NH2:28])[CH2:23]2)[cH:29][cH:30]1.[CH:31]([N:32]([CH2:33][CH3:34])[CH:35]([CH3:36])[CH3:37])([CH3:38])[CH3:39].[CH:40](=[O:41])[c:42]1[cH:43][cH:44][cH:45][cH:46][cH:47]1.[F:1][C:2]([C:3](=[O:4])[OH:5])([F:6])[F:7].[Na+:61]>>[CH3:8][O:9][c:10]1[cH:11][cH:12][c:13]([CH2:14][n:15]2[n:16][cH:17][c:18]3[c:19]2[n:20][cH:21][c:22]2[c:27]3[CH2:26][CH2:25][CH:24]([NH:28][CH2:40][c:42]3[cH:43][cH:44][cH:45][cH:46][cH:47]3)[CH2:23]2)[cH:29][cH:30]1.[F:1][C:2]([C:3](=[O:4])[OH:5])([F:6])[F:7]. Starting materials: [C-]#[O+], [Si](CC)(CC)CC, c1ccc2c(c1Br)CNC2=O. Reagents/catalysts: c1ccc(cc1)-c2c3ccccc3cc4ccccc24 (9-Phenylanthracene), C(=O)([O-])[O-].[K+].[K+] (K2CO3), [P+](CCCC[P+](C(C)(C)C)C(C)(C)C)(C(C)(C)C)C(C)(C)C.F[B-](F)(F)F.F[B-](F)(F)F (dtbpb.BF4 / Pd(OAc)2), C(O[Pd]OC(C)=O)(C)=O (Pd(OAc)2). The solvent is C1CCOC1 (THF). Run at temperature 100 celsius, time 18 hour. The product is O=Cc1cccc2C(=O)NCc12. Reaction SMILES: CC[SiH](CC)CC.[C-:1]#[O+:2].Br[c:3]1[c:12]([c:7]2[cH:6][cH:5][cH:4]1)[CH2:11][NH:10][C:8]2=[O:9]>>[O:2]=[CH:1][c:3]1[c:12]([c:7]2[cH:6][cH:5][cH:4]1)[CH2:11][NH:10][C:8]2=[O:9]. The reactants are C(C1=CC=CC=C1)S (benzyl mercaptan), [Na] (Sodium), C(C)(=O)OC1CC(N1)=O (4-acetoxyazetidin-2-one). The solvent is C(C)O (ethanol), C(C)O (ethanol). Reaction conditions: temperature 5 celsius, time 15 minute. Product: C(C1=CC=CC=C1)SC1CC(N1)=O (4-(Benzylthio)azetidin-2-one). As a reaction SMILES: [Na].[CH2:2]([SH:9])[C:3]1[CH:8]=[CH:7][CH:6]=[CH:5][CH:4]=1.C(O[CH:14]1[NH:17][C:16](=[O:18])[CH2:15]1)(=O)C>C(O)C>[CH2:2]([S:9][CH:14]1[NH:17][C:16](=[O:18])[CH2:15]1)[C:3]1[CH:8]=[CH:7][CH:6]=[CH:5][CH:4]=1 |^1:0|. Procedure details: Sodium (8.1 g, 0.35 mol) was dissolved in ethanol (250 ml) and benzyl mercaptan (45.2 g, 0.37 mol) added dropwise over 20 minutes keeping the temperature between 20° C.-25° C. whilst bubbling nitrogen through the mixture. After 15 minutes, the reaction was cooled to 5° C. and a solution of 4-acetoxyazetidin-2-one (45.0 g, 0.35 mol) in ethanol (50 ml) was added dropwise over 15 minutes whist maintaining the temperature at 5° C. The mixture was stirred at room temperature for 60 minutes and evapor... Starting materials: COC1=CC=C(C=C1)C1=C(N=C(N1)C1=CC(=C(C=C1)[N+](=O)[O-])C)C(=O)OCC (Ethyl 5-(4-methoxyphenyl)-2-(3-methyl-4-nitrophenyl)-imidazole-4-carboxylate), [OH-].[Na+] (sodium hydroxide). Run in C(C)O (ethanol). The product is COC1=CC=C(C=C1)C1=C(N=C(N1)C1=CC(=C(C=C1)[N+](=O)[O-])C)C(=O)O (5-(4-methoxyphenyl)-2-(3-methyl-4-nitrophenyl)imidazole-4-carboxylic acid). The yield is 77.8%. Reaction SMILES: [CH3:1][O:2][C:3]1[CH:8]=[CH:7][C:6]([C:9]2[NH:13][C:12]([C:14]3[CH:19]=[CH:18][C:17]([N+:20]([O-:22])=[O:21])=[C:16]([CH3:23])[CH:15]=3)=[N:11][C:10]=2[C:24]([O:26]CC)=[O:25])=[CH:5][CH:4]=1.[OH-].[Na+]>C(O)C>[CH3:1][O:2][C:3]1[CH:8]=[CH:7][C:6]([C:9]2[NH:13][C:12]([C:14]3[CH:19]=[CH:18][C:17]([N+:20]([O-:22])=[O:21])=[C:16]([CH3:23])[CH:15]=3)=[N:11][C:10]=2[C:24]([OH:26])=[O:25])=[CH:5][CH:4]=1 |f:1.2|. Procedure details: Ethyl 5-(4-methoxyphenyl)-2-(3-methyl-4-nitrophenyl)-imidazole-4-carboxylate (29 g) was dissolved in ethanol and 2 M sodium hydroxide solution was added. The mixture was reacted and treated in the same manner as in Starting Material Synthetic Example 2 to give 5-(4-methoxyphenyl)-2-(3-methyl-4-nitrophenyl)imidazole-4-carboxylic acid (20.9 g), melting point 229-230° C. Starting materials: C1(=CC=CC=C1)C (toluene), C([O-])([O-])=O.[Na+].[Na+] (sodium carbonate), COC1=CC=C(C=C1)C=1C[C@H]2C(N(C3=C(C(N2C1)=O)C=C(C(=C3)OCCCOC3=CC1=C(C(N2[C@H](C(N1COCC[Si](C)(C)C)=O)CC(=C2)S(=O)(=O)C(F)(F)F)=O)C=C3OC)OC)COCC[Si](C)(C)C)=O ((S)-2-(4-methoxyphenyl)-7-methoxy-8-(3-((S)-7-methoxy-2-(trifluoromethylsulphonyl)-5,11-dioxo-10-((2-(trimethylsilyl)ethoxy)methyl)-5,10,11,11a-tetrahydro-1H-pyrrolo[2,1-c][1,4]benzodiazepin-8-yloxy)propyloxy)-10-((2-(trimethylsilyl)ethoxy)methyl)-1H-pyrrolo[2,1-c][1,4]benzodiazepine-5,11(10H,11aH)-dione), CC1(OB(OC1(C)C)C1=CC=C(C=C1)N1CCN(CC1)C(=O)OCC1=CC=CC=C1)C (benzyl 4-(4-(4,4,5,5-tetramethyl-1,3,2-dioxaborolan-2-yl)phenyl)piperazine-1-carboxylate). The reagents and catalysts are C=1C=CC(=CC1)[P](C=2C=CC=CC2)(C=3C=CC=CC3)[Pd]([P](C=4C=CC=CC4)(C=5C=CC=CC5)C=6C=CC=CC6)([P](C=7C=CC=CC7)(C=8C=CC=CC8)C=9C=CC=CC9)[P](C=1C=CC=CC1)(C=1C=CC=CC1)C=1C=CC=CC1 (Pd(PPh3)4). Solvent: CCOC(=O)C (EtOAc), O (water), C(C)O (ethanol). Reaction conditions: time 8 hour. The product is COC1=CC2=C(N(C([C@H]3N(C2=O)C=C(C3)C3=CC=C(C=C3)N3CCN(CC3)C(=O)OCC3=CC=CC=C3)=O)COCC[Si](C)(C)C)C=C1OCCCOC=1C(=CC3=C(N(C([C@H]2N(C3=O)C=C(C2)C2=CC=C(C=C2)OC)=O)COCC[Si](C)(C)C)C1)OC (Benzyl 4-(4-((S)-7-methoxy-8-(3-(((S)-7-methoxy-2-(4-methoxyphenyl)-5,11-dioxo-10-((2-(trimethylsilyl)ethoxy)methyl)-5,10,11,11a-tetrahydro-1H-benzo[e]pyrrolo[1,2-a][1,4]diazepin-8-yl)oxy)propoxy)-5,11-dioxo-10-((2-(trimethylsilyl)ethoxy)methyl)-5,10,11,11a-tetrahydro-1H-benzo[e]pyrrolo[1,2-a][1,4]diazepin-2-yl)phenyl)piperazine-1-carboxylate), solid. Isolated yield 52.0%. Reaction SMILES: [CH3:1][O:2][C:3]1[CH:8]=[CH:7][C:6]([C:9]2[CH2:10][C@@H:11]3[N:17]([CH:18]=2)[C:16](=[O:19])[C:15]2[CH:20]=[C:21]([O:62][CH3:63])[C:22]([O:24][CH2:25][CH2:26][CH2:27][O:28][C:29]4[C:59]([O:60][CH3:61])=[CH:58][C:32]5[C:33](=[O:57])[N:34]6[CH:49]=[C:48](S(C(F)(F)F)(=O)=O)[CH2:47][C@H:35]6[C:36](=[O:46])[N:37]([CH2:38][O:39][CH2:40][CH2:41][Si:42]([CH3:45])([CH3:44])[CH3:43])[C:31]=5[CH:30]=4)=[CH:23][C:14]=2[N:13]([CH2:64][O:65][CH2:66][CH2:67][Si:68]([CH3:71])([CH3:70])[CH3:69])[C:12]3=[O:72])=[CH:5][CH:4]=1.CC1(C)C(C)(C)OB([C:81]2[CH:86]=[CH:85][C:84]([N:87]3[CH2:92][CH2:91][N:90]([C:93]([O:95][CH2:96][C:97]4[CH:102]=[CH:101][CH:100]=[CH:99][CH:98]=4)=[O:94])[CH2:89][CH2:88]3)=[CH:83][CH:82]=2)O1.C(=O)([O-])[O-].[Na+].[Na+].C1(C)C=CC=CC=1>C(O)C.C1C=CC([P]([Pd]([P](C2C=CC=CC=2)(C2C=CC=CC=2)C2C=CC=CC=2)([P](C2C=CC=CC=2)(C2C=CC=CC=2)C2C=CC=CC=2)[P](C2C=CC=CC=2)(C2C=CC=CC=2)C2C=CC=CC=2)(C2C=CC=CC=2)C2C=CC=CC=2)=CC=1.CCOC(C)=O.O>[CH3:61][O:60][C:59]1[C:29]([O:28][CH2:27][CH2:26][CH2:25][O:24][C:22]2[C:21]([O:62][CH3:63])=[CH:20][C:15]3[C:16](=[O:19])[N:17]4[CH:18]=[C:9]([C:6]5[CH:7]=[CH:8][C:3]([O:2][CH3:1])=[CH:4][CH:5]=5)[CH2:10][C@H:11]4[C:12](=[O:72])[N:13]([CH2:64][O:65][CH2:66][CH2:67][Si:68]([CH3:71])([CH3:70])[CH3:69])[C:14]=3[CH:23]=2)=[CH:30][C:31]2[N:37]([CH2:38][O:39][CH2:40][CH2:41][Si:42]([CH3:43])([CH3:44])[CH3:45])[C:36](=[O:46])[C@@H:35]3[CH2:47][C:48]([C:81]4[CH:82]=[CH:83][C:84]([N:87]5[CH2:88][CH2:89][N:90]([C:93]([O:95][CH2:96][C:97]6[CH:102]=[CH:101][CH:100]=[CH:99][CH:98]=6)=[O:94])[CH2:91][CH2:92]5)=[CH:85][CH:86]=4)=[CH:49][N:34]3[C:33](=[O:57])[C:32]=2[CH:58]=1 |f:2.3.4,^1:123,125,144,163|. Procedure: (S)-2-(4-methoxyphenyl)-7-methoxy-8-(3-((S)-7-methoxy-2-(trifluoromethylsulphonyl)-5,11-dioxo-10-((2-(trimethylsilyl)ethoxy)methyl)-5,10,11,11a-tetrahydro-1H-pyrrolo[2,1-c][1,4]benzodiazepin-8-yloxy)propyloxy)-10-((2-(trimethylsilyl)ethoxy)methyl)-1H-pyrrolo[2,1-c][1,4]benzodiazepine-5,11(10H,11aH)-dione (1-Compound 17 in WO 2010/043880)(0.093 g, 0.086 mmol), benzyl 4-(4-(4,4,5,5-tetramethyl-1,3,2-dioxaborolan-2-yl)phenyl)piperazine-1-carboxylate (2)(0.047 g, 0.110 mmol, 1.3 eq) and sodium carbo... As a reaction SMILES: [CH2:12]([CH2:13][CH2:14][CH3:15])[n:16]1[c:17]2[cH:18][cH:19][c:20]([CH2:31][OH:32])[cH:21][c:22]2[c:23]2[cH:24][cH:25][cH:26][cH:27][c:28]2[c:29]1=[O:30].[CH2:33]([c:34]1[cH:35][cH:36][cH:37][cH:38][cH:39]1)[P:40](=[O:41])([O:42][CH3:43])[O:44][CH3:45].[CH3:6][C:7]([CH3:8])([O-:9])[CH3:10].[K+:11].[O:1]1[CH2:2][CH2:3][CH2:4][CH2:5]1.[OH2:46]>>[CH2:12]([CH2:13][CH2:14][CH3:15])[n:16]1[c:17]2[cH:18][cH:19][c:20]([CH:31]=[CH:33][c:34]3[cH:35][cH:36][cH:37][cH:38][cH:39]3)[cH:21][c:22]2[c:23]2[cH:24][cH:25][cH:26][cH:27][c:28]2[c:29]1=[O:30]. Product: CCCCn1c(=O)c2ccccc2c2cc(C=Cc3ccccc3)ccc21. The reactants are CCCCn1c(=O)c2ccccc2c2cc(CO)ccc21, COP(=O)(Cc1ccccc1)OC, CC(C)(C)[O-], [K+], C1CCOC1, O.